This data is from the Open Reaction Database (ORD), a public repository of structured organic reaction records. The task is: describe an organic reaction: reactants, conditions, products, and yield The reactants are C(C)C1=CC=C(C=C1)C=1C(=CSC1)CO ((4-(4-ethylphenyl)thiophen-3-yl)methanol), ethyl 3-(4-hydroxy-2,3-dimethyl phenyl) propanoate, C(C)C1=CC=C(C=C1)C1=C(SC(=C1)C(F)(F)F)COC1=C(C(=C(C=C1)CCC(=O)OCC)C)C (ethyl 3-(4-((3-(4-ethylphenyl)-5-(trifluoromethyl)thiophen-2-yl)methoxy)-2,3-dimethylphenyl)propanoate). The product is C(C)C1=CC=C(C=C1)C=1C(=CSC1)COC1=C(C(=C(C=C1)CCC(=O)O)C)C (3-(4-((4-(4-ethylphenyl)thiophen-3-yl)methoxy)-2,3-dimethylphenyl)propanoic acid). RXN SMILES: [CH2:1]([C:3]1[CH:8]=[CH:7][C:6]([C:9]2[C:10]([CH2:14][OH:15])=[CH:11][S:12][CH:13]=2)=[CH:5][CH:4]=1)[CH3:2].C(C1C=CC(C2C=C(C(F)(F)F)SC=2CO[C:35]2[CH:40]=[CH:39][C:38]([CH2:41][CH2:42][C:43]([O:45]CC)=[O:44])=[C:37]([CH3:48])[C:36]=2[CH3:49])=CC=1)C>>[CH2:1]([C:3]1[CH:4]=[CH:5][C:6]([C:9]2[C:10]([CH2:14][O:15][C:35]3[CH:40]=[CH:39][C:38]([CH2:41][CH2:42][C:43]([OH:45])=[O:44])=[C:37]([CH3:48])[C:36]=3[CH3:49])=[CH:11][S:12][CH:13]=2)=[CH:7][CH:8]=1)[CH3:2]. Procedure details: The title compound was prepared according to the procedure described in Example 208 step 6 and 7 by coupling of (4-(4-ethylphenyl)thiophen-3-yl)methanol and ethyl 3-(4-hydroxy-2,3-dimethyl phenyl) propanoate followed by hydrolysis of ethyl 3-(4-((3-(4-ethylphenyl)-5-(trifluoromethyl)thiophen-2-yl)methoxy)-2,3-dimethylphenyl)propanoate to afford the desired product as an off-white solid. 1H NMR (400 MHz, CDCl3) δ 7.48 (m, 1H), 7.36 (d, J=7.0 Hz, 2H), 7.28 (s, 1H), 7.22 (d, J=7.0 Hz, 2H), 6.95 (d,... Starting materials: BrC=1C=CC2=C(C(CCS2)=O)C1 (2,3-dihydro-6-bromo-(4H)-1-benzothiopyran-4-one), N(CC)CC (Et2NH), C[Si](C)(C)C#C ((trimethylsilyl)acetylene). Reagents/catalysts: Cl[Pd]([P](C1=CC=CC=C1)(C2=CC=CC=C2)C3=CC=CC=C3)([P](C4=CC=CC=C4)(C5=CC=CC=C5)C6=CC=CC=C6)Cl (bis(triphenylphosphine)palladium(II) chloride). Run in C1CCOC1 (THF). Conditions: time 3 day. The product is C[Si](C#CC=1C=CC2=C(C(CCS2)=O)C1)(C)C (2,3-dihydro-6-(2-trimethylsilylethynyl)-(4H)-1-benzothiopyran-4-one), EtOAc-hexanes. The yield is 4.0%. Reaction SMILES: Br[C:2]1[CH:3]=[CH:4][C:5]2[S:10][CH2:9][CH2:8][C:7](=[O:11])[C:6]=2[CH:12]=1.N(CC)CC.[CH3:18][Si:19]([C:22]#[CH:23])([CH3:21])[CH3:20]>C1COCC1.Cl[Pd](Cl)([P](C1C=CC=CC=1)(C1C=CC=CC=1)C1C=CC=CC=1)[P](C1C=CC=CC=1)(C1C=CC=CC=1)C1C=CC=CC=1>[CH3:18][Si:19]([CH3:21])([CH3:20])[C:22]#[C:23][C:2]1[CH:3]=[CH:4][C:5]2[S:10][CH2:9][CH2:8][C:7](=[O:11])[C:6]=2[CH:12]=1 |^1:31,50|. Procedure: A solution of 1.00 g (4.11 mmol) 2,3-dihydro-6-bromo-(4H)-1-benzothiopyran-4-one and 78.3 mg (0.41 mmol) Cul in 15.0 ml THF and 6.0 ml Et2NH was sparged with argon for 5 minutes. To this solution was added 2.0 ml (1.39 g, 14.2 mmol) of (trimethylsilyl)acetylene followed by 288.5 mg (0.41 mmol) of bis(triphenylphosphine)palladium(II) chloride. The resulting dark solution was stirred at room temperature for 3 days and then filtered through a pad of Celite, which was washed with EtOAc. The filtrate... The reactants are C1(=CC=CC=C1)P(C1=CC=CC=C1)C1=CC=CC=C1 (triphenylphosphine), OCC1=C(C(=CS1)C#N)Cl (5-hydroxymethyl-4-chlorothiophene-3-carbonitrile), BrC(Br)(Br)Br (tetrabromomethane). Solvent: O1CCCC1 (tetrahydrofuran), O1CCCC1 (tetrahydrofuran). Reaction conditions: time 8 hour. Product: BrCC1=C(C(=CS1)C#N)Cl (5-Bromomethyl-4-chlorothiophene-3-carbonitrile). RXN SMILES: C1(P(C2C=CC=CC=2)C2C=CC=CC=2)C=CC=CC=1.O[CH2:21][C:22]1[S:26][CH:25]=[C:24]([C:27]#[N:28])[C:23]=1[Cl:29].[Br:30]C(Br)(Br)Br>O1CCCC1>[Br:30][CH2:21][C:22]1[S:26][CH:25]=[C:24]([C:27]#[N:28])[C:23]=1[Cl:29]. Procedure: 36.1 g (137 mmol) of triphenylphosphine were added at 5° C. to a solution of 21.7 g (125 mmol) of 5-hydroxymethyl-4-chlorothiophene-3-carbonitrile in 250 ml of tetrahydrofuran. Then, a solution of 45.6 g (137 mmol) of tetrabromomethane in 100 ml of tetrahydrofuran was added. The mixture was stirred overnight at room temperature. The precipitate was filtered off, the filtrate was concentrated on a rotary evaporator under a water pump vacuum, and the residue was purified by column chromatography (...